From a dataset of the Open Reaction Database (ORD), a public repository of structured organic reaction records. describe an organic reaction: reactants, conditions, products, and yield Starting materials: C(C)(C)[Si](C(C)C)(C(C)C)Cl (triisopropylsilyl chloride), N1C=CC=C1 (pyrrole), C(CCC)[Li] (n-butyl lithium). Solvent: C(C)OCC (diethyl ether), C1CCOC1 (THF), CCCCCC (hexane). Product: C(C)(C)[Si](N1C=CC=C1)(C(C)C)C(C)C (1-(Triisopropylsilyl)pyrrole). Yield: 91.9%. As a reaction SMILES: [NH:1]1[CH:5]=[CH:4][CH:3]=[CH:2]1.C([Li])CCC.[CH:11]([Si:14](Cl)([CH:18]([CH3:20])[CH3:19])[CH:15]([CH3:17])[CH3:16])([CH3:13])[CH3:12]>C1COCC1.CCCCCC.C(OCC)C>[CH:11]([Si:14]([CH:18]([CH3:20])[CH3:19])([CH:15]([CH3:17])[CH3:16])[N:1]1[CH:5]=[CH:4][CH:3]=[CH:2]1)([CH3:13])[CH3:12]. Procedure: To a solution of pyrrole (33.54 g) in THF (700 ml) at -78° C. under nitrogen was added a solution of 2.5M n-butyl lithium(200 ml) in hexane. After one hour triisopropylsilyl chloride (98 g) was added. After 24 hours the reaction was diluted with diethyl ether, washed with water, dried over sodium sulfate, filtered and evaporated to a tan oil which was distilled at 115°-119° C. (0.2 mm Hg) to give 102.6 g of a colorless mobile liquid. 1H NMR is consistent with proposed structure.